From a dataset of the Open Reaction Database (ORD), a public repository of structured organic reaction records. describe an organic reaction: reactants, conditions, products, and yield The reactants are [N+](=O)([O-])C=1C=NN2C(N(C=3C=CC=CC3C21)C(C)=O)C (1-nitro-5-methyl-6-acetyl-5,6-dihydropyrazolo[1,5-c]quinazoline). Reagents/catalysts: [Pd] (palladium/carbon). Run in C(C)O (ethanol). Yields the product NC=1C=NN2C(N(C=3C=CC=CC3C21)C(C)=O)C (1-amino-5-methyl-6-acetyl-5,6-dihydropyrazolo[1,5-c]quinazoline). Isolated yield 84.6%. Reaction SMILES: [N+:1]([C:4]1[CH:5]=[N:6][N:7]2[C:16]=1[C:15]1[CH:14]=[CH:13][CH:12]=[CH:11][C:10]=1[N:9]([C:17](=[O:19])[CH3:18])[CH:8]2[CH3:20])([O-])=O>C(O)C.[Pd]>[NH2:1][C:4]1[CH:5]=[N:6][N:7]2[C:16]=1[C:15]1[CH:14]=[CH:13][CH:12]=[CH:11][C:10]=1[N:9]([C:17](=[O:19])[CH3:18])[CH:8]2[CH3:20]. Procedure: 27.1 g (0.1 mole) of 1-nitro-5-methyl-6-acetyl-5,6-dihydropyrazolo[1,5-c]quinazoline are hydrogenized in ethanol in the presence of palladium/carbon catalyst. When the reduction is complete, the catalyst is removed by filtration and the filtrate is evaporated in an inert atmosphere under reduced pressure. 20.5 g (81%) of 1-amino-5-methyl-6-acetyl-5,6-dihydropyrazolo[1,5-c]quinazoline are obtained as white crystals. M.p.: 170°-172° C. The yield is 93.8%. Solvent: CO (methanol). Reported procedure: 7-Benzyl-(2,3-Dihydro-benzo[1,4]dioxin-6-yl)-(5,6,7,8-tetrahydro-pyrido[3,4-d]pyrimidin-4-yl)-amine(700 mg, 1.8 mmol) was dissolved in methanol (25 mL) and palladium hydroxide was added (150 mg, 20% wt). The mixture was shaken on a Parr Shaker under H2(g) atmosphere (60 PSI) for 24 hours. The mixture was filtered through celite and evaporated to give 480 mg of material as a white solid, which was used as such for the next step. Run at time 24 hour. Starting materials: C(C1=CC=CC=C1)N1CC=2N=CN=C(C2CC1)NC1=CC2=C(OCCO2)C=C1 (7-Benzyl-(2,3-Dihydro-benzo[1,4]dioxin-6-yl)-(5,6,7,8-tetrahydro-pyrido[3,4-d]pyrimidin-4-yl)-amine). RXN SMILES: C([N:8]1[CH2:17][CH2:16][C:15]2[C:14]([NH:18][C:19]3[CH:28]=[CH:27][C:22]4[O:23][CH2:24][CH2:25][O:26][C:21]=4[CH:20]=3)=[N:13][CH:12]=[N:11][C:10]=2[CH2:9]1)C1C=CC=CC=1>CO.[OH-].[Pd+2].[OH-]>[O:23]1[C:22]2[CH:27]=[CH:28][C:19]([NH:18][C:14]3[C:15]4[CH2:16][CH2:17][NH:8][CH2:9][C:10]=4[N:11]=[CH:12][N:13]=3)=[CH:20][C:21]=2[O:26][CH2:25][CH2:24]1 |f:2.3.4|. Product: O1CCOC2=C1C=CC(=C2)NC=2C1=C(N=CN2)CNCC1 ((2,3-Dihydro-benzo[1,4]dioxin-6-yl)-(5,6,7,8-tetrahydro-pyrido[3,4-d]pyrimidin-4-yl)-amine). Reagents/catalysts: [OH-].[Pd+2].[OH-] (palladium hydroxide). Starting materials: C(OCCCl)(OC)=O (2-chloroethyl methyl carbonate), C(C1=CC=CC=C1)(=O)Cl (benzoyl chloride). The reagents and catalysts are [Br-].C(CCC)[P+](CCCC)(CCCC)CCCC (tetra-n-butylphosphonium bromide). Run at temperature 150 celsius, time 3 hour. The product is C(C1=CC=CC=C1)(=O)OCCCl (2-chloroethyl benzoate). The yield is 58.9%. Reaction SMILES: [C:1](=[O:8])(OC)[O:2][CH2:3][CH2:4][Cl:5].C(Cl)(=O)[C:10]1[CH:15]=[CH:14][CH:13]=[CH:12][CH:11]=1>[Br-].C([P+](CCCC)(CCCC)CCCC)CCC>[C:1]([O:2][CH2:3][CH2:4][Cl:5])(=[O:8])[C:10]1[CH:15]=[CH:14][CH:13]=[CH:12][CH:11]=1 |f:2.3|. Procedure: A mixture of 6.93 g (0.05 mole) of 2-chloroethyl methyl carbonate, 7.03 g (0.05 mole) of benzoyl chloride and 0.85 g (0.0025 mole) of tetra-n-butylphosphonium bromide was heated to 150° C. After 3 hours, gas evolution had ceased and distillation gave 5.44 g (59 percent yield) of 2-chloroethyl benzoate at b.p. 81° C.-82° C./0.4 mm Hg. Yields the product Cc1c(Nc2ccc(I)cc2F)c([N+](=O)[O-])c2n(c1=O)CCN2. Reaction SMILES: [BrH:1].[CH2:2]([c:3]1[cH:4][cH:5][cH:6][cH:7][cH:8]1)[N:9]1[CH2:10][CH2:11][n:12]2[c:13]1[c:14]([N+:29](=[O:30])[O-:31])[c:15]([NH:20][c:21]1[c:22]([F:28])[cH:23][c:24]([I:27])[cH:25][cH:26]1)[c:16]([CH3:19])[c:17]2=[O:18].[CH3:37][C:38](=[O:39])[OH:40].[Na+:36].[O-:32][C:33]([OH:34])=[O:35]>>[NH:9]1[CH2:10][CH2:11][n:12]2[c:13]1[c:14]([N+:29](=[O:30])[O-:31])[c:15]([NH:20][c:21]1[c:22]([F:28])[cH:23][c:24]([I:27])[cH:25][cH:26]1)[c:16]([CH3:19])[c:17]2=[O:18]. Starting materials: Br, Cc1c(Nc2ccc(I)cc2F)c([N+](=O)[O-])c2n(c1=O)CCN2Cc1ccccc1, CC(=O)O, [Na+], O=C([O-])O. Starting materials: [Al+3], Cc1[nH]c2ccccc2c1CC(=O)N1CCN(C(c2ccc(F)cc2)c2ccc(F)cc2)CC1, [H-], [H-], [H-], [H-], [Li+], [Na+], C1CCOC1, [OH-], O. RXN SMILES: [Al+3:36].[CH3:1][c:2]1[nH:3][c:4]2[cH:5][cH:6][cH:7][cH:8][c:9]2[c:10]1[CH2:11][C:12](=[O:13])[N:14]1[CH2:15][CH2:16][N:17]([CH:20]([c:21]2[cH:22][cH:23][c:24]([F:27])[cH:25][cH:26]2)[c:28]2[cH:29][cH:30][c:31]([F:34])[cH:32][cH:33]2)[CH2:18][CH2:19]1.[H-:35].[H-:38].[H-:39].[H-:40].[Li+:37].[Na+:43].[O:44]1[CH2:45][CH2:46][CH2:47][CH2:48]1.[OH-:42].[OH2:41]>>[CH3:1][c:2]1[nH:3][c:4]2[cH:5][cH:6][cH:7][cH:8][c:9]2[c:10]1[CH2:11][CH2:12][N:14]1[CH2:15][CH2:16][N:17]([CH:20]([c:21]2[cH:22][cH:23][c:24]([F:27])[cH:25][cH:26]2)[c:28]2[cH:29][cH:30][c:31]([F:34])[cH:32][cH:33]2)[CH2:18][CH2:19]1. Yields the product Cc1[nH]c2ccccc2c1CCN1CCN(C(c2ccc(F)cc2)c2ccc(F)cc2)CC1. Reactants: C(C)(C)O (isopropanol), CC(=O)C (acetone), C1=CC=CC=C1 (benzene). Product: C1(=CC=CC=C1)C(C)C (cumene). Reaction SMILES: [CH:1](O)([CH3:3])[CH3:2].CC(C)=O.[CH:9]1[CH:14]=[CH:13][CH:12]=[CH:11][CH:10]=1>>[C:9]1([CH:1]([CH3:3])[CH3:2])[CH:14]=[CH:13][CH:12]=[CH:11][CH:10]=1. Reported procedure: Patent Documents 4 to 6 disclose methods in which isopropanol from the hydrogenation of acetone is directly reacted with benzene to give cumene. In particular, Patent Document 6 discloses a process in which by-product acetone is hydrogenated to isopropanol, the isopropanol is reacted with benzene, and the resultant cumene is reacted to give phenol. In this process, however, the hydrogenation adds a step to the cumene process. The reactants are CCCCCCCC/C=C\CCCCCCCC(=O)OCC([C@@H]1[C@@H]([C@H](CO1)O)O)O (sorbitan monooleate), CCCCCCCCCCCC(=O)OCC([C@@H]1[C@@H]([C@H](CO1)O)O)O (sorbitan monolaurate). The product is CCCCCCCCCCCCCCCCCC(=O)OCC([C@@H]1[C@@H]([C@H](CO1)O)O)O (sorbitan monostearate). Reaction SMILES: [CH3:1][CH2:2][CH2:3][CH2:4][CH2:5][CH2:6][CH2:7][CH2:8]/[CH:9]=[CH:10]\[CH2:11][CH2:12][CH2:13][CH2:14][CH2:15][CH2:16][CH2:17][C:18]([O:20][CH2:21][CH:22]([OH:30])[C@H:23]1[O:27][CH2:26][C@H:25]([OH:28])[C@H:24]1[OH:29])=[O:19].CCCCCCCCCCCC(OCC(O)[C@H]1OC[C@H](O)[C@H]1O)=O>>[CH3:1][CH2:2][CH2:3][CH2:4][CH2:5][CH2:6][CH2:7][CH2:8][CH2:9][CH2:10][CH2:11][CH2:12][CH2:13][CH2:14][CH2:15][CH2:16][CH2:17][C:18]([O:20][CH2:21][CH:22]([OH:30])[C@H:23]1[O:27][CH2:26][C@H:25]([OH:28])[C@H:24]1[OH:29])=[O:19]. Procedure details: sorbitan monooleate; and sorbitan monolaurate